Dataset: the Open Reaction Database (ORD), a public repository of structured organic reaction records. Task: describe an organic reaction: reactants, conditions, products, and yield The product is O=C(OCCBr)c1cccc(Cl)c1. RXN SMILES: [Br:17][CH2:18][CH2:19][OH:20].[Cl:1][c:2]1[cH:3][c:4]([C:5](=[O:6])[Cl:7])[cH:8][cH:9][cH:10]1.[Cl:21][CH2:22][Cl:23].[cH:11]1[cH:12][cH:13][n:14][cH:15][cH:16]1>>[Cl:1][c:2]1[cH:3][c:4]([C:5](=[O:6])[O:20][CH2:19][CH2:18][Br:17])[cH:8][cH:9][cH:10]1. Reactants: OCCBr, O=C(Cl)c1cccc(Cl)c1, ClCCl, c1ccncc1. The reactants are BrCC([C@H]1CC[C@H]2[C@@H]3CC[C@H]4C[C@@H](CC[C@]4(C)[C@H]3C(C[C@]12C)=O)O)=O (21-bromo-3α-hydroxy-5α-pregnane-11,20-dione), O1CCCC1 (tetrahydrofuran), N1CCOCC1 (morpholine). Run in CCOCC (ether). Yields the product O[C@H]1C[C@@H]2CC[C@H]3[C@@H]4CC[C@H](C(CN5CCOCC5)=O)[C@]4(CC([C@@H]3[C@]2(CC1)C)=O)C (3α-Hydroxy-21-morpholino-5α-pregnane-11,20-dione). Reaction SMILES: Br[CH2:2][C:3](=[O:25])[C@@H:4]1[C@:21]2([CH3:22])[C@H:7]([C@H:8]3[C@H:18]([C:19](=[O:23])[CH2:20]2)[C@:16]2([CH3:17])[C@H:11]([CH2:12][C@H:13]([OH:24])[CH2:14][CH2:15]2)[CH2:10][CH2:9]3)[CH2:6][CH2:5]1.O1CCCC1.[NH:31]1[CH2:36][CH2:35][O:34][CH2:33][CH2:32]1>CCOCC>[OH:24][C@@H:13]1[CH2:14][CH2:15][C@@:16]2([CH3:17])[C@@H:11]([CH2:10][CH2:9][C@@H:8]3[C@@H:18]2[C:19](=[O:23])[CH2:20][C@@:21]2([CH3:22])[C@H:7]3[CH2:6][CH2:5][C@@H:4]2[C:3](=[O:25])[CH2:2][N:31]2[CH2:36][CH2:35][O:34][CH2:33][CH2:32]2)[CH2:12]1. Procedure: A solution of 21-bromo-3α-hydroxy-5α-pregnane-11,20-dione (1.6 g) in refluxing tetrahydrofuran (40 ml) was treated with morpholine (0.7 ml) under nitrogen for 3 hr and then poured into ether. The ethereal solution was washed successively with 5% aqueous sodium bicarbonate and water, dried (Na2SO4) and evaporated. The residue was partitioned between a mixture of 2N-hydrochloric acid (6 ml), water (200 ml), acetone (20 ml) and methylene chloride (120 ml). The aqueous phase was treated with 2N-sodi... The reactants are C(=O)([O-])[O-].[Na+].[Na+] (Na2CO3), COC(C=C(C)C=1C=C2C(=CN(C2=CC1)S(=O)(=O)C1=CC=CC=C1)I)=O (3-(1-Benzenesulfonyl-3-iodo-1H-indol-5-yl)-but-2-enoic acid methyl ester), C(CCC)OC1=C(C=C(C=C1C(C)C)C(C)C)B(O)O ((2-butoxy-3,5-diisopropylphenyl)-boronic acid). The reagents and catalysts are [Pd].C1(=CC=CC=C1)P(C1=CC=CC=C1)C1=CC=CC=C1.C1(=CC=CC=C1)P(C1=CC=CC=C1)C1=CC=CC=C1.C1(=CC=CC=C1)P(C1=CC=CC=C1)C1=CC=CC=C1.C1(=CC=CC=C1)P(C1=CC=CC=C1)C1=CC=CC=C1 (Tetrakis(triphenylphosphine) palladium). The solvent is CCCCCC (hexane), C(C)(=O)OCC (ethyl acetate), C1(=CC=CC=C1)C (toluene), O (water), C(C)(=O)OCC (ethyl acetate). Conditions: temperature 80 celsius, time 6 hour. The product is COC(C=C(C)C=1C=C2C(=CN(C2=CC1)S(=O)(=O)C1=CC=CC=C1)C1=C(C(=CC(=C1)C(C)C)C(C)C)OCCCC)=O (3-[1-Benzenesulfonyl-3-(2-butoxy-3,5-diisopropyl-phenyl)-1H-indol-5-yl]-but-2-enoic acid methyl ester). The yield is 151.2%. RXN SMILES: [CH3:1][O:2][C:3](=[O:26])[CH:4]=[C:5]([C:7]1[CH:8]=[C:9]2[C:13](=[CH:14][CH:15]=1)[N:12]([S:16]([C:19]1[CH:24]=[CH:23][CH:22]=[CH:21][CH:20]=1)(=[O:18])=[O:17])[CH:11]=[C:10]2I)[CH3:6].[CH2:27]([O:31][C:32]1[C:37]([CH:38]([CH3:40])[CH3:39])=[CH:36][C:35]([CH:41]([CH3:43])[CH3:42])=[CH:34][C:33]=1B(O)O)[CH2:28][CH2:29][CH3:30].C([O-])([O-])=O.[Na+].[Na+]>C1(C)C=CC=CC=1.CCCCCC.O.C(OCC)(=O)C.[Pd].C1(P(C2C=CC=CC=2)C2C=CC=CC=2)C=CC=CC=1.C1(P(C2C=CC=CC=2)C2C=CC=CC=2)C=CC=CC=1.C1(P(C2C=CC=CC=2)C2C=CC=CC=2)C=CC=CC=1.C1(P(C2C=CC=CC=2)C2C=CC=CC=2)C=CC=CC=1>[CH3:1][O:2][C:3](=[O:26])[CH:4]=[C:5]([C:7]1[CH:8]=[C:9]2[C:13](=[CH:14][CH:15]=1)[N:12]([S:16]([C:19]1[CH:24]=[CH:23][CH:22]=[CH:21][CH:20]=1)(=[O:18])=[O:17])[CH:11]=[C:10]2[C:33]1[CH:34]=[C:35]([CH:41]([CH3:43])[CH3:42])[CH:36]=[C:37]([CH:38]([CH3:39])[CH3:40])[C:32]=1[O:31][CH2:27][CH2:28][CH2:29][CH3:30])[CH3:6] |f:2.3.4,9.10.11.12.13|. Reported procedure: 3-(1-Benzenesulfonyl-3-iodo-1H-indol-5-yl)-but-2-enoic acid methyl ester (653 mg, 1.35 mmol) and (2-butoxy-3,5-diisopropylphenyl)-boronic acid (415 mg, 1.49 mmol) were dissolved in toluene (8 mL) under a nitrogen atmosphere. Tetrakis(triphenylphosphine) palladium (172 mg, 0.15 mmol) and 2N Na2CO3 (2.7 mL) was added and the biphasic mixture stirred at 80° C. for 6 h. The reaction was judged complete by TLC (9:1) in hexane:ethyl acetate but was allowed to stir overnight at room temperature. The re... Starting materials: NC=1SC=C(N1)CC(=O)OCC (ethyl 2-amino-4-thiazolylacetate), BrC1=C(C=CC=C1)S(=O)(=O)Cl (2-bromobenzenesulfonyl chloride). Product: BrC1=C(C=CC=C1)S(=O)(=O)NC=1SC=C(N1)CC(=O)OCC (Ethyl (2-{[(2-bromophenyl)sulfonyl]amino}-1,3-thiazol-4-yl)acetate), solid. Reaction SMILES: [NH2:1][C:2]1[S:3][CH:4]=[C:5]([CH2:7][C:8]([O:10][CH2:11][CH3:12])=[O:9])[N:6]=1.[Br:13][C:14]1[CH:19]=[CH:18][CH:17]=[CH:16][C:15]=1[S:20](Cl)(=[O:22])=[O:21]>>[Br:13][C:14]1[CH:19]=[CH:18][CH:17]=[CH:16][C:15]=1[S:20]([NH:1][C:2]1[S:3][CH:4]=[C:5]([CH2:7][C:8]([O:10][CH2:11][CH3:12])=[O:9])[N:6]=1)(=[O:22])=[O:21]. Reported procedure: The title compound was prepared from ethyl 2-amino-4-thiazolylacetate and 2-bromobenzenesulfonyl chloride as described in the synthetic METHOD B to give a white solid (41.9 mg) with purity >90%. MS (pos) m/z 405.1, 407.1. Reactants: CN(C)C=O, ClC(Cl)Cl, O=C(NCC#CCO)C(O)(c1ccccc1)c1ccccc1, O=S(Cl)Cl. Yields the product O=C(NCC#CCCl)C(O)(c1ccccc1)c1ccccc1. Reaction SMILES: [CH3:27][N:28]([CH3:29])[CH:30]=[O:31].[CH:32]([Cl:33])([Cl:34])[Cl:35].[OH:5][CH2:6][C:7]#[C:8][CH2:9][NH:10][C:11]([C:12]([c:13]1[cH:14][cH:15][cH:16][cH:17][cH:18]1)([c:19]1[cH:20][cH:21][cH:22][cH:23][cH:24]1)[OH:25])=[O:26].[S:1]([Cl:2])([Cl:3])=[O:4]>>[Cl:3][CH2:6][C:7]#[C:8][CH2:9][NH:10][C:11]([C:12]([c:13]1[cH:14][cH:15][cH:16][cH:17][cH:18]1)([c:19]1[cH:20][cH:21][cH:22][cH:23][cH:24]1)[OH:25])=[O:26]. The reactants are [BH4-], CO, COC(=O)C12CC3CC(C1)C(=O)C(C3)C2, N, [Na+]. Product: COC(=O)C12CC3CC(C1)C(N)C(C3)C2. RXN SMILES: [BH4-:17].[CH3:19][OH:20].[CH3:1][O:2][C:3](=[O:4])[C:5]12[CH2:6][CH:7]3[C:8](=[O:15])[CH:9]([CH2:10][CH:11]([CH2:12]1)[CH2:13]3)[CH2:14]2.[NH3:16].[Na+:18]>>[CH3:1][O:2][C:3](=[O:4])[C:5]12[CH2:6][CH:7]3[CH:8]([NH2:16])[CH:9]([CH2:10][CH:11]([CH2:12]1)[CH2:13]3)[CH2:14]2.